This data is from the Open Reaction Database (ORD), a public repository of structured organic reaction records. The task is: describe an organic reaction: reactants, conditions, products, and yield RXN SMILES: [C:11](#[N:12])[CH:13]1[CH2:14][CH2:15][N:16]([C:19](=[O:20])[O:21][CH2:22][c:23]2[cH:24][cH:25][cH:26][cH:27][cH:28]2)[CH2:17][CH2:18]1.[CH2:31]1[O:32][CH2:33][CH2:34][CH2:35]1.[CH3:2][Si:3]([N-:4][Si:5]([CH3:6])([CH3:7])[CH3:8])([CH3:9])[CH3:10].[Cl-:29].[Li+:1].[NH4+:30]>>[CH3:2][C:13]1([C:11]#[N:12])[CH2:14][CH2:15][N:16]([C:19](=[O:20])[O:21][CH2:22][c:23]2[cH:24][cH:25][cH:26][cH:27][cH:28]2)[CH2:17][CH2:18]1. Reactants: N#CC1CCN(C(=O)OCc2ccccc2)CC1, C1CCOC1, C[Si](C)(C)[N-][Si](C)(C)C, [Cl-], [Li+], [NH4+]. Yields the product CC1(C#N)CCN(C(=O)OCc2ccccc2)CC1.